Dataset: the Open Reaction Database (ORD), a public repository of structured organic reaction records. Task: describe an organic reaction: reactants, conditions, products, and yield Reactants: solution, [OH-].[Na+] (sodium hydroxide), C1(CCCCC1)NC(=O)C=1C=NN(C1SCCC)C1=CC=C(C=C1)CC(=O)OC (Methyl 2-[4-[4-(cyclohexylcarbamoyl)-5-propylsulfanyl-pyrazol-1-yl]phenyl]acetate). Solvent: CO (methanol). Conditions: time 8 hour. The product is C1(CCCCC1)NC(=O)C=1C=NN(C1SCCC)C1=CC=C(C=C1)CC(=O)O (2-[4-[4-(cyclohexylcarbamoyl)-5-propylsulfanyl-pyrazol-1-yl]phenyl]acetic acid). As a reaction SMILES: [CH:1]1([NH:7][C:8]([C:10]2[CH:11]=[N:12][N:13]([C:19]3[CH:24]=[CH:23][C:22]([CH2:25][C:26]([O:28]C)=[O:27])=[CH:21][CH:20]=3)[C:14]=2[S:15][CH2:16][CH2:17][CH3:18])=[O:9])[CH2:6][CH2:5][CH2:4][CH2:3][CH2:2]1.[OH-].[Na+]>CO>[CH:1]1([NH:7][C:8]([C:10]2[CH:11]=[N:12][N:13]([C:19]3[CH:24]=[CH:23][C:22]([CH2:25][C:26]([OH:28])=[O:27])=[CH:21][CH:20]=3)[C:14]=2[S:15][CH2:16][CH2:17][CH3:18])=[O:9])[CH2:6][CH2:5][CH2:4][CH2:3][CH2:2]1 |f:1.2|. Reported procedure: Methyl 2-[4-[4-(cyclohexylcarbamoyl)-5-propylsulfanyl-pyrazol-1-yl]phenyl]acetate (Intermediate#33) (210 mg, 0.51 mmol) was dissolved in methanol (10 mL) and treated at ambient temperature with a 2M solution of sodium hydroxide (1.27 mL, 2.53 mmol). The mixture was stiffed overnight and then methanol was removed by evaporation under reduced pressure. The clear aqueous solution was diluted with water (20 mL) and acidified to pH3 with 2M HCl. The resulting white precipitate was extracted into ethy... The reactants are C(C)(C)(C)OC(=O)[C@@H](CN1C(C=2C(C1=O)=CC=CC2)=O)[C@H](C(=O)NN(C2=CC=CC=C2)S(=O)(=O)C)CC(C)C (2(R)-[1(R)-(tert-butoxycarbonyl)-2-phthalimidoethyl]-2′-(methanesulphonyl)-4-methyl-2′-phenylvalerohydrazide), O.NN (hydrazine hydrate), CO (methanol). Reaction conditions: time 8 hour. Product: NC[C@H](C(=O)OC(C)(C)C)[C@H](C(=O)NN(C1=CC=CC=C1)S(=O)(=O)C)CC(C)(C)C (2(R)-[2-amino-1(R)-(tert-butoxycarbonyl)ethyl]-2′-(methanesulphonyl)-4methyl-4-methyl-2′-phenylvalerohydrazide). RXN SMILES: [C:1]([O:5][C:6]([C@H:8]([C@@H:21]([CH2:36][CH:37]([CH3:39])[CH3:38])[C:22]([NH:24][N:25]([S:32]([CH3:35])(=[O:34])=[O:33])[C:26]1[CH:31]=[CH:30][CH:29]=[CH:28][CH:27]=1)=[O:23])[CH2:9][N:10]1C(=O)C2=CC=CC=C2C1=O)=[O:7])([CH3:4])([CH3:3])[CH3:2].O.NN.[CH3:43]O>>[NH2:10][CH2:9][C@@H:8]([C@@H:21]([CH2:36][C:37]([CH3:38])([CH3:43])[CH3:39])[C:22]([NH:24][N:25]([S:32]([CH3:35])(=[O:33])=[O:34])[C:26]1[CH:27]=[CH:28][CH:29]=[CH:30][CH:31]=1)=[O:23])[C:6]([O:5][C:1]([CH3:4])([CH3:2])[CH3:3])=[O:7] |f:1.2|. Procedure details: A solution of 0.705 g of 2(R)-[1(R)-(tert-butoxycarbonyl)-2-phthalimidoethyl]-2′-(methanesulphonyl)-4-methyl-2′-phenylvalerohydrazide in 15 ml of methanol was treated with 0.51 ml of hydrazine hydrate. The mixture was stirred under nitrogen overnight and then evaporated. The residue was stirred with 25 ml of dichloromethane/methanol/acetic acid/water (120:15:3:2). After 2 hours the precipitated solid was removed by filtration and the filtrate was evaporated. The residue was purified by chromatog... Reactants: C(C)(=O)NC1=CC=C(C=O)C=C1 (4-acetamidobenzaldehyde), Cl.O(C)N (methoxylamine hydrochloride), compound 3-A. The product is CON=CC1=CC=C(C=C1)NC(C)=O (4-Acetamidobenzaldehyde O-methyloxime). The yield is 98.0%. As a reaction SMILES: [C:1]([NH:4][C:5]1[CH:12]=[CH:11][C:8]([CH:9]=O)=[CH:7][CH:6]=1)(=[O:3])[CH3:2].Cl.[O:14]([NH2:16])[CH3:15]>>[CH3:15][O:14][N:16]=[CH:9][C:8]1[CH:11]=[CH:12][C:5]([NH:4][C:1](=[O:3])[CH3:2])=[CH:6][CH:7]=1 |f:1.2|. Procedure details: Reaction of 4-acetamidobenzaldehyde with methoxylamine hydrochloride as described in the preparation of compound 3-A gave the title oxime ether as a white solid (98% yield). 1HNMR indicated a 95:5 mixture of E- to Z-isomers. 1HNMR 400 MHz (CDCl3) δ (ppm): (E-isomer) 2.19 (3H, s, CH3), 3.96 (3H, s, OCH3), 7.22 (1H, broad s, NH), 7.53 (4H, m, aromatics), 8.01 (1H, s, CH). The reactants are C=C1CC2C(CCC3(C)C(=O)CCC23)C2(C)C=CC(=O)C(N=[N+]=[N-])=C12, C1COCCO1, C1CCOC1, O, c1ccc(P(c2ccccc2)c2ccccc2)cc1. Product: C=C1CC2C(CCC3(C)C(=O)CCC23)C2(C)C=CC(=O)C(N)=C12. RXN SMILES: [N:1](=[N+:2]=[N-:3])[C:4]1=[C:5]2[C:6](=[CH2:25])[CH2:7][CH:8]3[CH:9]4[CH2:10][CH2:11][C:12](=[O:24])[C:13]4([CH3:14])[CH2:15][CH2:16][CH:17]3[C:18]2([CH3:23])[CH:19]=[CH:20][C:21]1=[O:22].[O:45]1[CH2:46][CH2:47][O:48][CH2:49][CH2:50]1.[O:52]1[CH2:53][CH2:54][CH2:55][CH2:56]1.[OH2:51].[c:26]1([P:27]([c:28]2[cH:29][cH:30][cH:31][cH:32][cH:33]2)[c:34]2[cH:35][cH:36][cH:37][cH:38][cH:39]2)[cH:40][cH:41][cH:42][cH:43][cH:44]1>>[NH2:1][C:4]1=[C:5]2[C:6](=[CH2:25])[CH2:7][CH:8]3[CH:9]4[CH2:10][CH2:11][C:12](=[O:24])[C:13]4([CH3:14])[CH2:15][CH2:16][CH:17]3[C:18]2([CH3:23])[CH:19]=[CH:20][C:21]1=[O:22]. The yield is 72.3%. Procedure details: Place tetrahydrofuran (28.0 mL) in a 100 mL round-bottom flask equipped with a temperature probe, a magnetic stirrer, and a septum and put under a nitrogen atmosphere. Add 3-bromo-2-(6-methyl-pyridin-2-yl)-5,6-dihydro-4H-pyrrolo[1,2-b]pyrazole (Preparation 1, 1.44 g, 5.18 mmol) and triisopropyl borate (3.10 mL, 13.5 mmol). Cool the mixture to −78° C. using a dry ice/acetone bath. Add 1.4M n-butyllithium in hexanes (8.80 mL, 12.4 mmol) dropwise via a syringe pump over 10 min keeping the temperatu... As a reaction SMILES: Br[C:2]1[C:6]([C:7]2[CH:12]=[CH:11][CH:10]=[C:9]([CH3:13])[N:8]=2)=[N:5][N:4]2[CH2:14][CH2:15][CH2:16][C:3]=12.[B:17](OC(C)C)([O:22]C(C)C)[O:18]C(C)C.C([Li])CCC>O1CCCC1>[CH3:13][C:9]1[N:8]=[C:7]([C:6]2[C:2]([B:17]([OH:22])[OH:18])=[C:3]3[CH2:16][CH2:15][CH2:14][N:4]3[N:5]=2)[CH:12]=[CH:11][CH:10]=1. Yields the product CC1=CC=CC(=N1)C=1C(=C2N(N1)CCC2)B(O)O (2-(6-Methyl-pyridin-2-yl)-5,6-dihydro-4H-pyrrolo[1,2-b]pyrazole-3-boronic acid). Starting materials: BrC1=C2N(N=C1C1=NC(=CC=C1)C)CCC2 (3-bromo-2-(6-methyl-pyridin-2-yl)-5,6-dihydro-4H-pyrrolo[1,2-b]pyrazole), B(OC(C)C)(OC(C)C)OC(C)C (triisopropyl borate), C(CCC)[Li] (n-butyllithium), hexanes. The solvent is O1CCCC1 (tetrahydrofuran). Reaction conditions: temperature -78 celsius, time 25 minute. Reactants: O=C1SC[C@H](N1)C(=O)O ((4R)-2-oxo-4-thiazolidinecarboxylic acid), C(=O)(OC(C)(C)C)OC(=O)OC(C)(C)C (di-t-butyl dicarbonate), C(=O)(OC(C)(C)C)OC(=O)OC(C)(C)C (di-t-butyl dicarbonate), Cl.Cl.O([N+](=O)[O-])CC1CCC(NC1)CN (5-nitroxymethyl-2-piperidylmethylamine dihydrochloride), P(=O)(OCC)(OCC)C#N (diethyl cyanophosphate). Reagents/catalysts: CN(C1=CC=NC=C1)C (4-dimethylaminopyridine). The solvent is C(C)N(CC)CC (triethylamine), CN(C=O)C (dimethylformamide), O1CCCC1 (tetrahydrofuran). The product is Cl.O([N+](=O)[O-])CC1CCC(NC1)CNC(=O)[C@H]1NC(SC1)=O (N-(5-Nitroxymethyl-2-piperidinylmethyl)-(4R)-2-oxothiazolidin-4-yl-carboxamide hydrochloride). Yield: 8.4%. RXN SMILES: [O:1]=[C:2]1[NH:6][C@H:5]([C:7]([OH:9])=O)[CH2:4][S:3]1.[ClH:10].Cl.[O:12]([CH2:16][CH:17]1[CH2:22][NH:21][CH:20]([CH2:23][NH2:24])[CH2:19][CH2:18]1)[N+:13]([O-:15])=[O:14].P(C#N)(OCC)(OCC)=O.C(OC(OC(C)(C)C)=O)(OC(C)(C)C)=O>O1CCCC1.CN(C)C1C=CN=CC=1.C(N(CC)CC)C.CN(C)C=O>[ClH:10].[O:12]([CH2:16][CH:17]1[CH2:22][NH:21][CH:20]([CH2:23][NH:24][C:7]([C@@H:5]2[CH2:4][S:3][C:2](=[O:1])[NH:6]2)=[O:9])[CH2:19][CH2:18]1)[N+:13]([O-:15])=[O:14] |f:1.2.3,10.11|. Reported procedure: In 40 ml of dry tetrahydrofuran and 20 ml of dry dimethylformamide were suspended 224 mg of (4R)-2-oxo-4-thiazolidinecarboxylic acid and 350 mg of 5-nitroxymethyl-2-piperidylmethylamine dihydrochloride, and 0.94 ml of triethylamine and 0.188 ml of diethyl cyanophosphate were added thereto with stirring under ice-cooling, and the resulting mixture was stirred at room temperature for 5 hours. To the reaction mixture were added 0.463 ml of di-t-butyl dicarbonate and a catalytic amount of 4-dimethyl... Reactants: C(C1=CC=CC=C1)OC=1C=2N(C=C(C1)Cl)N=CC2CO ((4-(benzyloxy)-6-chloropyrazolo[1,5-a]pyridin-3-yl)methanol), C(C)[SiH](CC)CC (triethylsilane). Run in C(=O)(C(F)(F)F)O (TFA). Conditions: temperature 60 celsius, time 8 hour. The product is ClC=1C=C(C=2N(C1)N=CC2C)O (6-chloro-3-methylpyrazolo[1,5-a]pyridin-4-ol). RXN SMILES: C([O:8][C:9]1[C:10]2[N:11]([N:16]=[CH:17][C:18]=2[CH2:19]O)[CH:12]=[C:13]([Cl:15])[CH:14]=1)C1C=CC=CC=1.C([SiH](CC)CC)C>C(O)(C(F)(F)F)=O>[Cl:15][C:13]1[CH:14]=[C:9]([OH:8])[C:10]2[N:11]([N:16]=[CH:17][C:18]=2[CH3:19])[CH:12]=1. Reported procedure: To a solution of (4-(benzyloxy)-6-chloropyrazolo[1,5-a]pyridin-3-yl)methanol (274 mg, 0.946 mmol) in TFA (3.0 mL) was added triethylsilane (0.604 mL, 3.78 mmol). The reaction was stirred at 60° C. overnight. Incomplete removal of the benzyl group was observed. The reaction was concentrated, dissolved in HBr (48%, 3.5 ml) and the reaction was heated at 100° C. overnight. The reaction was cooled and neutralized by the addition of 2N NaOH. The aqueous layer was extracted with EtOAc (3×) and the com... Starting materials: [H][H] (hydrogen), S(=O)(=O)(OCC)OCC (diethyl sulfate), ClC=1C(=NC=NC1CC)N[C@@H]1CC[C@@H](CC1)C(C(F)(F)F)O (5-chloro-6-ethyl-4-[cis-4-(1-hydroxy-2,2,2-trifluoroethyl)cyclohexylamino]pyrimidine), [H-].[Na+] (sodium hydride). The solvent is O1CCCC1 (tetrahydrofuran), CO (methanol). Product: ClC=1C(=NC=NC1CC)N[C@@H]1CC[C@@H](CC1)C(C(F)(F)F)OCC (5-Chloro-6-ethyl-4-[cis-4-(1-ethoxy-2,2,2-trifluoroethyl)cyclohexylamino]pyrimidine). Reaction SMILES: [Cl:1][C:2]1[C:3]([NH:10][C@H:11]2[CH2:16][CH2:15][C@@H:14]([CH:17]([OH:22])[C:18]([F:21])([F:20])[F:19])[CH2:13][CH2:12]2)=[N:4][CH:5]=[N:6][C:7]=1[CH2:8][CH3:9].[H-].[Na+].[H][H].S(OCC)(O[CH2:31][CH3:32])(=O)=O>O1CCCC1.CO>[Cl:1][C:2]1[C:3]([NH:10][C@H:11]2[CH2:12][CH2:13][C@@H:14]([CH:17]([O:22][CH2:31][CH3:32])[C:18]([F:19])([F:20])[F:21])[CH2:15][CH2:16]2)=[N:4][CH:5]=[N:6][C:7]=1[CH2:8][CH3:9] |f:1.2|. Procedure: 0.61 g of 5-chloro-6-ethyl-4-[cis-4-(1-hydroxy-2,2,2-trifluoroethyl)cyclohexylamino]pyrimidine were added to a suspension of 0.08 g of sodium hydride (80% dispersion in oil) in 10 ml of tetrahydrofuran, and the mixture was stirred at 50° C. until the evolution of hydrogen had ended. 0.28 g of diethyl sulfate were added, and the mixture was heated under reflux for 4 hours. The mixture was cooled to room temperature and a small amount of methanol was added dropwise to destroy excess sodium hydride...